This data is from the Open Reaction Database (ORD), a public repository of structured organic reaction records. The task is: describe an organic reaction: reactants, conditions, products, and yield The reactants are ClC=1C=C(C2=C(CC(O2)CN(C(=O)Cl)CCCC)C1)Cl (N-(5,7-dichloro-2,3-dihydrobenzofuran-2-ylmethyl)-N-butylcarbamyl chloride), N1C=NC=C1 (imidazole). Run in O1CCCC1 (tetrahydrofuran). Run at temperature 70 celsius, time 6 hour. Yields the product ClC=1C=C(C2=C(CC(O2)CN(C(=O)N2C=NC=C2)CCCC)C1)Cl (1-(N-(5,7-dichloro-2,3-dihydrobenzofuran-2-ylmethyl)-N-butylcarbamyl)imidazole). The yield is 86.9%. Reaction SMILES: [Cl:1][C:2]1[CH:3]=[C:4]([Cl:20])[C:5]2[O:9][CH:8]([CH2:10][N:11]([CH2:15][CH2:16][CH2:17][CH3:18])[C:12](Cl)=[O:13])[CH2:7][C:6]=2[CH:19]=1.[NH:21]1[CH:25]=[CH:24][N:23]=[CH:22]1>O1CCCC1>[Cl:1][C:2]1[CH:3]=[C:4]([Cl:20])[C:5]2[O:9][CH:8]([CH2:10][N:11]([CH2:15][CH2:16][CH2:17][CH3:18])[C:12]([N:21]3[CH:25]=[CH:24][N:23]=[CH:22]3)=[O:13])[CH2:7][C:6]=2[CH:19]=1. Procedure: 13.5 g (0.04 mole) of N-(5,7-dichloro-2,3-dihydrobenzofuran-2-ylmethyl)-N-butylcarbamyl chloride were added dropwise to a solution of 6.8 g (0.1 mole) of imidazole in 150 ml of dry tetrahydrofuran at 20° C. The mixture was stirred for 6 hours at 70° C., after which it was cooled to 20° C., and the resulting precipitate was filtered off under suction. The filtrate was evaporated down under reduced pressure, the residue was dissolved in 200 ml of methylene chloride, the solution was washed with th... Starting materials: COC(=O)c1cnnc2c(CCl)cccc12, [F-], c1ccccc1. Yields the product COC(=O)c1cnnc2c(CF)cccc12. RXN SMILES: [Cl:1][CH2:2][c:3]1[cH:4][cH:5][cH:6][c:7]2[c:8]([C:13](=[O:14])[O:15][CH3:16])[cH:9][n:10][n:11][c:12]12.[F-:17].[cH:18]1[cH:19][cH:20][cH:21][cH:22][cH:23]1>>[CH2:2]([c:3]1[cH:4][cH:5][cH:6][c:7]2[c:8]([C:13](=[O:14])[O:15][CH3:16])[cH:9][n:10][n:11][c:12]12)[F:17]. The reactants are C(C)(C)(C)OC(=O)N1CCC(CC1)CNC([C@H](C1CCCCC1)NC(=O)OCC1=CC=CC=C1)=O (4-[(2-(S)-Benzyloxycarbonylamino-2-cyclohexyl-acetylamino)-methyl]-piperidine-1-carboxylic acid tert-butyl ester), FC(C(=O)O)(F)F (trifluoracetic acid). Conditions: time 15 hour. Yields the product FC(C(=O)O)(F)F.C(C1=CC=CC=C1)OC(N[C@H](C(NCC1CCNCC1)=O)C1CCCCC1)=O ((S)-{Cyclohexyl-[(piperidin-4-ylmethyl)-carbamoyl]-methyl}-carbamic acid benzyl ester trifluoroacetic acid salt). Isolated yield 97.0%. Reaction SMILES: C(OC([N:8]1[CH2:13][CH2:12][CH:11]([CH2:14][NH:15][C:16](=[O:35])[C@@H:17]([NH:24][C:25]([O:27][CH2:28][C:29]2[CH:34]=[CH:33][CH:32]=[CH:31][CH:30]=2)=[O:26])[CH:18]2[CH2:23][CH2:22][CH2:21][CH2:20][CH2:19]2)[CH2:10][CH2:9]1)=O)(C)(C)C.[F:36][C:37]([F:42])([F:41])[C:38]([OH:40])=[O:39]>>[F:36][C:37]([F:42])([F:41])[C:38]([OH:40])=[O:39].[CH2:28]([O:27][C:25](=[O:26])[NH:24][C@@H:17]([CH:18]1[CH2:19][CH2:20][CH2:21][CH2:22][CH2:23]1)[C:16](=[O:35])[NH:15][CH2:14][CH:11]1[CH2:12][CH2:13][NH:8][CH2:9][CH2:10]1)[C:29]1[CH:34]=[CH:33][CH:32]=[CH:31][CH:30]=1 |f:2.3|. Procedure: 4-[(2-(S)-Benzyloxycarbonylamino-2-cyclohexyl-acetylamino)-methyl]-piperidine-1-carboxylic acid tert-butyl ester (7.15 g, 14.66 mmol, example 223 a)) was solved in trifluoracetic acid (90% in water, 100 ml). The reaction mixture was stirred for 15 h and evaporated in vacuo to give 7.1 g of the desired product (97%). MS m/z: 388.4 (M+H)+. Reactants: SC1=CC=NC=C1 (4-Mercaptopyridine), C(C)(C)(C)C1=C(C(=CC=C1)C(C)(C)C)O (2,6-di-tertbutylphenol), C=O (paraformaldehyde), C(CCC)NCCCC (di-n-butylamine). The solvent is C(C)O (ethanol). Conditions: temperature 50 celsius. Product: C(C)(C)(C)C=1C=C(CC2=NC=CC(=C2)S)C=C(C1O)C(C)(C)C ((3,5-Ditertbutyl-4-hydroxybenzyl)-4-mercaptopyridine). Reaction SMILES: [SH:1][C:2]1[CH:7]=[CH:6][N:5]=[CH:4][CH:3]=1.[C:8]([C:12]1[CH:17]=[CH:16][CH:15]=[C:14]([C:18]([CH3:21])([CH3:20])[CH3:19])[C:13]=1[OH:22])([CH3:11])([CH3:10])[CH3:9].C=O.[CH2:25](NCCCC)CCC>C(O)C>[C:18]([C:14]1[CH:15]=[C:16]([CH:17]=[C:12]([C:8]([CH3:11])([CH3:10])[CH3:9])[C:13]=1[OH:22])[CH2:25][C:4]1[CH:3]=[C:2]([SH:1])[CH:7]=[CH:6][N:5]=1)([CH3:21])([CH3:20])[CH3:19]. Reported procedure: 4-Mercaptopyridine (11.1 g, 0.1 mol), 2,6-di-tertbutylphenol (20,6 g, 0.1 mol), paraformaldehyde (3.0 g, 0.1M) and di-n-butylamine (1 ml) are heated at 80° C. for two and half hours, after which time, thin layer chromatography (t.l.c.) showed the reaction to be complete. The reaction mixture is cooled to 50° C., ethanol (100 ml) is added and the product is crystallised as a pale yellow solid (24.7 g, 78.4% of theory) of m.p. 169°-171° C. (Found C=73.30; H=8.49; N=4.31; S=9.71 C20H27NOS requires ... Reagents/catalysts: C1(CCCCC1)P(C1=C(C=CC=C1)C1=C(C=C(C=C1C(C)C)C(C)C)C(C)C)C1CCCCC1.NC1=C(C=CC=C1)C1=C(C=CC=C1)[Pd]Cl (dicyclohexyl(2′,4′,6′-triisopropylbiphenyl-2-yl)phosphine (2′-aminobiphenyl-2-yl)(chloro)palladium), C1(CCCCC1)P(C1=C(C=CC=C1)C1=C(C=C(C=C1C(C)C)C(C)C)C(C)C)C1CCCCC1.NC1=C(C=CC=C1)C1=C(C=CC=C1)[Pd]Cl (dicyclohexyl(2′,4′,6′-triisopropylbiphenyl-2-yl)phosphine (2′-aminobiphenyl-2-yl)(chloro)palladium). Product: C(C)(C)(C)OC(=O)NC1=C(N=C(S1)C1=C(C(=CC=C1F)OC)F)C(=O)OC (Methyl 5-[(tert-butoxycarbonyl)amino]-2-(2,6-difluoro-3-methoxyphenyl)-1,3-thiazole-4-carboxylate). Isolated yield 39.2%. Procedure: To a vial, methyl 2-bromo-5-[(tert-butoxycarbonyl)amino]-1,3-thiazole-4-carboxylate (from Example 1 step 3, 104 mg, 0.309 mmol), (2,6-difluoro-3-methoxyphenyl)boronic acid (from Aldrich, 207 mg, 1.10 mmol), dicyclohexyl(2′,4′,6′-triisopropylbiphenyl-2-yl)phosphine-(2′-aminobiphenyl-2-yl)(chloro)palladium (1:1) (37.5 mg, 0.0477 mmol), and potassium phosphate (276 mg, 1.30 mmol) were added. The vial was sealed with a PTFE screw-cap then purged with nitrogen three times. 1,4-Dioxane (4.0 mL) was ad... Conditions: temperature 40 celsius, time 15 hour. Reaction SMILES: Br[C:2]1[S:3][C:4]([NH:11][C:12]([O:14][C:15]([CH3:18])([CH3:17])[CH3:16])=[O:13])=[C:5]([C:7]([O:9][CH3:10])=[O:8])[N:6]=1.[F:19][C:20]1[C:25]([O:26][CH3:27])=[CH:24][CH:23]=[C:22]([F:28])[C:21]=1B(O)O.P([O-])([O-])([O-])=O.[K+].[K+].[K+]>C1(P(C2CCCCC2)C2C=CC=CC=2C2C(C(C)C)=CC(C(C)C)=CC=2C(C)C)CCCCC1.NC1C=CC=CC=1C1C=CC=CC=1[Pd]Cl>[C:15]([O:14][C:12]([NH:11][C:4]1[S:3][C:2]([C:21]2[C:22]([F:28])=[CH:23][CH:24]=[C:25]([O:26][CH3:27])[C:20]=2[F:19])=[N:6][C:5]=1[C:7]([O:9][CH3:10])=[O:8])=[O:13])([CH3:18])([CH3:17])[CH3:16] |f:2.3.4.5,6.7|. Reactants: PTFE, FC1=C(C(=CC=C1OC)F)B(O)O ((2,6-difluoro-3-methoxyphenyl)boronic acid), BrC=1SC(=C(N1)C(=O)OC)NC(=O)OC(C)(C)C (methyl 2-bromo-5-[(tert-butoxycarbonyl)amino]-1,3-thiazole-4-carboxylate), FC1=C(C(=CC=C1OC)F)B(O)O ((2,6-difluoro-3-methoxyphenyl)boronic acid), P(=O)([O-])([O-])[O-].[K+].[K+].[K+] (potassium phosphate).